The task is: describe an organic reaction: reactants, conditions, products, and yield. This data is from the Open Reaction Database (ORD), a public repository of structured organic reaction records. Starting materials: C1(=CC=CC=C1)C#CC1=CC=C(C=C1)CC(CC1=CC=C(C=C1)C#CC1=CC=CC=C1)=O (1,3-bis(4-phenylethynylphenyl)-2-propanone), CC(C)O (2-propanol), C1(=CC=CC=C1)C (toluene), four, desired monomer, [OH-].C(CCC)[N+](CCCC)(CCCC)CCCC (tetrabutylammonium hydroxide), CO (methanol), CC(C)O (2-propanol). Reaction conditions: temperature 2 celsius. Product: C1C2=C(C(=CC=C2)CC3=C(C(=CC=C3)CC4=CC=CC(=C4O)CC5=CC=CC1=C5O)O)O (Calix[4]arene). As a reaction SMILES: [C:1]1([C:7]#[C:8][C:9]2[CH:14]=[CH:13][C:12]([CH2:15][C:16](=[O:32])[CH2:17][C:18]3[CH:23]=[CH:22]C(C#CC4C=CC=CC=4)=CC=3)=CC=2)[CH:6]=[CH:5][CH:4]=[CH:3]C=1.C[CH:34]([OH:36])C.[C:37]1(C)C=[CH:41][CH:40]=[CH:39][CH:38]=1.[OH-:44].C([N+]([CH2:58][CH2:59][CH2:60][CH3:61])(CCCC)CCCC)CCC.[CH3:62][OH:63]>>[CH2:58]1[C:59]2=[C:62]([OH:63])[C:40](=[CH:41][CH:61]=[CH:60]2)[CH2:39][C:38]2=[C:37]([OH:44])[C:6](=[CH:5][CH:4]=[CH:3]2)[CH2:1][C:7]2=[CH:8][CH:9]=[CH:14][C:13](=[C:34]2[OH:36])[CH2:12][C:15]2=[CH:22][CH:23]=[CH:18][C:17]1=[C:16]2[OH:32] |f:3.4|. Procedure: A portion of the tetraketone containing pendant discotic moieties (0.01 mole) prepared in the manner of I) above, 1,3-bis(4-phenylethynylphenyl)-2-propanone (0.021 mole), 2-propanol (200 milliliters) and toluene (133 milliliters), are added to a 1 liter four neck Morton flask. The reactor is additionally outfitted with a chilled (2° C.) condenser, a thermometer with thermostatically controlled heating mantle, a Claisen adaptor with addition funnel and nitrogen sparge tube, and a glass stirring s... The reactants are ClC1=NC=CC=C1C1=NC(=NC=C1)NC (4-(2-Chloropyridin-3-yl)-N-methylpyrimidin-2-amine), IC1=CC=C(C=C1)O (4-iodophenol), C([O-])([O-])=O.[Cs+].[Cs+] (cesium carbonate), CS(=O)C (DMSO). Run in O (Water). Run at time 3 hour. Product: IC1=CC=C(OC2=NC=CC=C2C2=NC(=NC=C2)NC)C=C1 (4-(2-(4-iodophenoxy)pyridin-3-yl)-N-methylpyrimidin-2-amine). RXN SMILES: Cl[C:2]1[C:7]([C:8]2[CH:13]=[CH:12][N:11]=[C:10]([NH:14][CH3:15])[N:9]=2)=[CH:6][CH:5]=[CH:4][N:3]=1.[I:16][C:17]1[CH:22]=[CH:21][C:20]([OH:23])=[CH:19][CH:18]=1.C(=O)([O-])[O-].[Cs+].[Cs+].CS(C)=O>O>[I:16][C:17]1[CH:22]=[CH:21][C:20]([O:23][C:2]2[C:7]([C:8]3[CH:13]=[CH:12][N:11]=[C:10]([NH:14][CH3:15])[N:9]=3)=[CH:6][CH:5]=[CH:4][N:3]=2)=[CH:19][CH:18]=1 |f:2.3.4|. Procedure: 4-(2-Chloropyridin-3-yl)-N-methylpyrimidin-2-amine (3.30 g, 15.0 mmol), 4-iodophenol (3.96 g, 18.0 mmol), cesium carbonate (10.6 g, 30.0 mmol), and 15 mL of DMSO were added into a 50-mL round bottom flask. The flask was sealed with a septum and placed in a preheated oil bath at 130° C. After 3 h, the reaction was completed according to TLC and LC-MS analysis. The reaction was cooled to room temperature. Water was added into the reaction mixture until all product precipitated out of the solution.... Starting materials: C(C)OC(C1=CC=C(C=C1)C1=CC2=C(N=CN=C2Cl)N1)=O (4-(4-chloro-7H-pyrrolo[2,3-d]pyrimidin-6-yl)-benzoic acid ethyl ester), C(=O)([O-])[O-].[K+].[K+] (K2CO3), COC1=CC=C(CCl)C=C1 (4-methoxy-benzylchloride). Reagents/catalysts: [Br-].C(CCC)[N+](CCCC)(CCCC)CCCC (tetrabutyl-ammoniumbromide). Solvent: CC(CC)=O (2-butanone). Run at temperature 80 celsius, time 18 hour. Yields the product C(C)OC(C1=CC=C(C=C1)C1=CC=2C(N(C=NC2Cl)CC2=CC=C(C=C2)OC)=N1)=O (4-[4-Chloro-1-(4-methoxy-benzyl)-1H-pyrrolo[2,3-d]pyrimidin-6-yl]-benzoic acid ethyl ester). As a reaction SMILES: [CH2:1]([O:3][C:4](=[O:21])[C:5]1[CH:10]=[CH:9][C:8]([C:11]2[NH:20][C:14]3[N:15]=[CH:16][N:17]=[C:18]([Cl:19])[C:13]=3[CH:12]=2)=[CH:7][CH:6]=1)[CH3:2].C([O-])([O-])=O.[K+].[K+].[CH3:28][O:29][C:30]1[CH:37]=[CH:36][C:33]([CH2:34]Cl)=[CH:32][CH:31]=1>[Br-].C([N+](CCCC)(CCCC)CCCC)CCC.CC(=O)CC>[CH2:1]([O:3][C:4](=[O:21])[C:5]1[CH:6]=[CH:7][C:8]([C:11]2[N:20]=[C:14]3[N:15]([CH2:34][C:33]4[CH:36]=[CH:37][C:30]([O:29][CH3:28])=[CH:31][CH:32]=4)[CH:16]=[N:17][C:18]([Cl:19])=[C:13]3[CH:12]=2)=[CH:9][CH:10]=1)[CH3:2] |f:1.2.3,5.6|. Procedure: A suspension of 3.0 g (10 mMol) of 4-(4-chloro-7H-pyrrolo[2,3-d]pyrimidin-6-yl)-benzoic acid ethyl ester (WO 97/02266), 2.4 g (17 mMol) of K2CO3, 0.32 g (1 mMol) of tetrabutyl-ammoniumbromide and 2.0 ml (15 mMol) of 4-methoxy-benzylchloride in 25 ml of 2-butanone is stirred for 18 h at 80° C. Then the suspension is filtered, the residue washed with 2-butanone and discarded. The filtrate is diluted with EtOAc and water, the aqueous layer separated off and extracted twice with EtOAc. The organic l... The reactants are C(C)OC1=C(C=C2C=CC(=NC2=C1)C1=NN=C2N1C=C(C=C2)[C@H](C(F)(F)F)N2C[C@H](CC2)NC(OC(C)(C)C)=O)F (tert-butyl (S)-1-((R)-1-(3-(7-ethoxy-6-fluoro quinolin-2-yl)-[1,2,4]triazolo[4,3-a]pyridin-6-yl)-2,2,2-trifluoroethyl)pyrrolidin-3-ylcarbamate). Run in C(=O)(C(F)(F)F)O (TFA). The product is C(C)OC1=C(C=C2C=CC(=NC2=C1)C1=NN=C2N1C=C(C=C2)[C@H](C(F)(F)F)N2C[C@H](CC2)N)F ((S)-1-((R)-1-(3-(7-ethoxy-6-fluoro quinolin-2-yl)-[1,2,4]triazolo[4,3-a]pyridin-6-yl)-2,2,2-trifluoroethyl)pyrrolidin-3-amine). The yield is 85.0%. As a reaction SMILES: [CH2:1]([O:3][C:4]1[CH:13]=[C:12]2[C:7]([CH:8]=[CH:9][C:10]([C:14]3[N:18]4[CH:19]=[C:20]([C@@H:23]([N:28]5[CH2:32][CH2:31][C@H:30]([NH:33]C(=O)OC(C)(C)C)[CH2:29]5)[C:24]([F:27])([F:26])[F:25])[CH:21]=[CH:22][C:17]4=[N:16][N:15]=3)=[N:11]2)=[CH:6][C:5]=1[F:41])[CH3:2]>C(O)(C(F)(F)F)=O>[CH2:1]([O:3][C:4]1[CH:13]=[C:12]2[C:7]([CH:8]=[CH:9][C:10]([C:14]3[N:18]4[CH:19]=[C:20]([C@@H:23]([N:28]5[CH2:32][CH2:31][C@H:30]([NH2:33])[CH2:29]5)[C:24]([F:26])([F:25])[F:27])[CH:21]=[CH:22][C:17]4=[N:16][N:15]=3)=[N:11]2)=[CH:6][C:5]=1[F:41])[CH3:2]. Procedure: tert-butyl (S)-1-((R)-1-(3-(7-ethoxy-6-fluoro quinolin-2-yl)-[1,2,4]triazolo[4,3-a]pyridin-6-yl)-2,2,2-trifluoroethyl)pyrrolidin-3-ylcarbamate (265 mg, 0.461 mmol) was stirred in TFA (3 mL) for 1 hour and then concentrated. The residue was dissolved in minimum methanol and added dropwise to a 4N HCl in ether solution. The resulting solid was filtered and dried to yield (S)-1-((R)-1-(3-(7-ethoxy-6-fluoro quinolin-2-yl)-[1,2,4]triazolo[4,3-a]pyridin-6-yl)-2,2,2-trifluoroethyl)pyrrolidin-3-amine (1... Reactants: C1COCCN1, CS(C)=O, O=[N+]([O-])c1cccc(F)c1. Yields the product O=[N+]([O-])c1cccc(N2CCOCC2)c1. As a reaction SMILES: [CH2:11]1[CH2:12][O:13][CH2:14][CH2:15][NH:16]1.[CH3:17][S:18]([CH3:19])=[O:20].[F:1][c:2]1[cH:3][c:4]([N+:8](=[O:9])[O-:10])[cH:5][cH:6][cH:7]1>>[c:2]1([N:16]2[CH2:11][CH2:12][O:13][CH2:14][CH2:15]2)[cH:3][c:4]([N+:8](=[O:9])[O-:10])[cH:5][cH:6][cH:7]1. The reactants are NC1=CC2=C(N(C(CCC2(C)C)=O)C)C=C1 (7-Amino-1,5,5-trimethyl-1,3,4,5-tetrahydro-benzo[b]azepin-2-one), ClC1=NC=C(C(=N1)NC1=C(C=CC=C1)S(=O)(=O)N(C)C)Cl (2-(2,5-Dichloro-pyrimidin-4-ylamino)-N,N-dimethyl-benzenesulfonamide). Product: ClC=1C(=NC(=NC1)NC1=CC2=C(N(C(CCC2(C)C)=O)C)C=C1)NC1=C(C=CC=C1)S(=O)(=O)N(C)C (2-[5-Chloro-2-(1,5,5-trimethyl-2-oxo-2,3,4,5-tetrahydro-1H-benzo[b]azepin-7-ylamino)-pyrimidin-4-ylamino]-N,N-dimethyl-benzenesulfonamide). Isolated yield 27.8%. Reaction SMILES: [NH2:1][C:2]1[CH:16]=[CH:15][C:5]2[N:6]([CH3:14])[C:7](=[O:13])[CH2:8][CH2:9][C:10]([CH3:12])([CH3:11])[C:4]=2[CH:3]=1.Cl[C:18]1[N:23]=[C:22]([NH:24][C:25]2[CH:30]=[CH:29][CH:28]=[CH:27][C:26]=2[S:31]([N:34]([CH3:36])[CH3:35])(=[O:33])=[O:32])[C:21]([Cl:37])=[CH:20][N:19]=1>>[Cl:37][C:21]1[C:22]([NH:24][C:25]2[CH:30]=[CH:29][CH:28]=[CH:27][C:26]=2[S:31]([N:34]([CH3:36])[CH3:35])(=[O:33])=[O:32])=[N:23][C:18]([NH:1][C:2]2[CH:16]=[CH:15][C:5]3[N:6]([CH3:14])[C:7](=[O:13])[CH2:8][CH2:9][C:10]([CH3:12])([CH3:11])[C:4]=3[CH:3]=2)=[N:19][CH:20]=1. Procedure details: Following a procedure analogous to Example 113, 7-Amino-1,5,5-trimethyl-1,3,4,5-tetrahydro-benzo[b]azepin-2-one (37.1 mg,) and 2-(2,5-Dichloro-pyrimidin-4-ylamino)-N,N-dimethyl-benzenesulfonamide (59 mg) were converted to the title compound as a white solid (25 mgs). 6 9.47 (s, 1H), 8.53 (d, J=8.3 Hz, 1H), 8.18 (s, 1H), 7.90 (d, J=8.1 Hz, 1H), 7.64 (d, J=8.6 Hz, 1H), 7.56 (t, J=7.8 Hz, 1H), 7.37 (s, 1H), 7.28-7.24 (m, 1H), 7.13 (d, J=8.6 Hz, 1H), 7.07 (s, 1H), 3.31 (s, 3H), 2.77 (s, 6H), 2.32 (b... Starting materials: O[C@@H]1[C@@H]2[C@]3(CCC(C=C3CC[C@H]2[C@@H]2CC[C@](C(CS)=O)([C@]2(C1)C)O)=O)C (11β,17-dihydroxy-pregna-4-ene-3,20-dione-21-thiol), C(=O)N[C@@H](CCSC)C(=O)O (N-formyl-L-methionine). Yields the product C(=O)NC(C(SCC([C@]1(CC[C@H]2[C@@H]3CCC4=CC(CC[C@]4(C)[C@H]3[C@H](C[C@]12C)O)=O)O)=O)=O)CCSC (21-[2-(Formylamino)-4-methylthio-1-oxobutylthio]-11β,17-dihydroxy-pregna-4-ene-3,20-dione). Yield: 26.7%. Reaction SMILES: [OH:1][C@H:2]1[CH2:22][C@@:21]2([CH3:23])[C@@H:13]([CH2:14][CH2:15][C@:16]2([OH:24])[C:17](=[O:20])[CH2:18][SH:19])[C@H:12]2[C@H:3]1[C@:4]1([CH3:26])[C:9]([CH2:10][CH2:11]2)=[CH:8][C:7](=[O:25])[CH2:6][CH2:5]1.[CH:27]([NH:29][C@H:30]([C:35](O)=[O:36])[CH2:31][CH2:32][S:33][CH3:34])=[O:28]>>[CH:27]([NH:29][CH:30]([CH2:31][CH2:32][S:33][CH3:34])[C:35](=[O:36])[S:19][CH2:18][C:17](=[O:20])[C@:16]1([OH:24])[C@:21]2([CH3:23])[C@H:13]([C@H:12]3[C@H:3]([C@@H:2]([OH:1])[CH2:22]2)[C@:4]2([CH3:26])[C:9](=[CH:8][C:7](=[O:25])[CH2:6][CH2:5]2)[CH2:10][CH2:11]3)[CH2:14][CH2:15]1)=[O:28]. Procedure details: The title compound (0.38 gm) was prepared from 11β,17-dihydroxy-pregna-4-ene-3,20-dione-21-thiol (1.00 gm) and N-formyl-L-methionine (1.41 gm) in the same manner as in Synthetic Example 1. Starting materials: O (water), BrC1=CC=C(C=N1)O (6-bromo-3-pyridinol), CS(=O)(=O)OC(C)C1CCN(CC1)C(=O)OCC1=CC=CC=C1 ((±)-phenylmethyl 4-{1-[(methylsulfonyl)oxy]ethyl}-1-piperidinecarboxylate), C(=O)([O-])[O-].[K+].[K+] (K2CO3). The solvent is CN(C)C=O (DMF). Reaction conditions: time 30 minute. Yields the product BrC1=CC=C(C=N1)OC(C)C1CCN(CC1)C(=O)OCC1=CC=CC=C1 ((±)-phenylmethyl 4-{1-[(6-bromo-3-pyridinyl)oxy]ethyl}-1-piperidinecarboxylate). As a reaction SMILES: [Br:1][C:2]1[N:7]=[CH:6][C:5]([OH:8])=[CH:4][CH:3]=1.CS(O[CH:14]([CH:16]1[CH2:21][CH2:20][N:19]([C:22]([O:24][CH2:25][C:26]2[CH:31]=[CH:30][CH:29]=[CH:28][CH:27]=2)=[O:23])[CH2:18][CH2:17]1)[CH3:15])(=O)=O.C([O-])([O-])=O.[K+].[K+].O>CN(C=O)C>[Br:1][C:2]1[N:7]=[CH:6][C:5]([O:8][CH:14]([CH:16]2[CH2:17][CH2:18][N:19]([C:22]([O:24][CH2:25][C:26]3[CH:27]=[CH:28][CH:29]=[CH:30][CH:31]=3)=[O:23])[CH2:20][CH2:21]2)[CH3:15])=[CH:4][CH:3]=1 |f:2.3.4|. Reported procedure: A mixture of 6-bromo-3-pyridinol (0.31 g, 1.78 mmol), (±)-phenylmethyl 4-{1-[(methylsulfonyl)oxy]ethyl}-1-piperidinecarboxylate (0.73 g, 2.14 mmol) and K2CO3 (0.50 g, 3.57 mmol) in DMF (12 mL) was stirred at ambient temperature for 30 min, then heated at 70° C. overnight, then heated at 100° C. for 27 h. The mixture was cooled to ambient temperature and poured into water, and extracted with EtOAc (60 mL×2). The combined organic extract was washed with water, brine and dried over Na2SO4, filtered... Starting materials: [BH4-].[Na+] (sodium borohydride), FC1=C(C=CC=C1F)[C@@H]1CC[C@H](CC1)C1CCC(CC1)=O (4-[trans-4-(2,3-difluorophenyl)cyclohexyl]cyclohexanone), Cl (hydrochloric acid), resultant mixture. Solvent: mixed solvent, mixed solvent. Conditions: temperature -20 celsius. The product is FC1=C(C=CC=C1F)[C@@H]1CC[C@H](CC1)[C@@H]1CC[C@H](CC1)O (trans-4-[trans-4-(2,3-difluorophenyl)cyclohexyl]cyclohexanol). The yield is 68.1%. Reaction SMILES: [BH4-].[Na+].[F:3][C:4]1[C:9]([F:10])=[CH:8][CH:7]=[CH:6][C:5]=1[C@H:11]1[CH2:16][CH2:15][C@H:14]([CH:17]2[CH2:22][CH2:21][C:20](=[O:23])[CH2:19][CH2:18]2)[CH2:13][CH2:12]1.Cl>>[F:3][C:4]1[C:9]([F:10])=[CH:8][CH:7]=[CH:6][C:5]=1[C@H:11]1[CH2:12][CH2:13][C@H:14]([C@H:17]2[CH2:22][CH2:21][C@H:20]([OH:23])[CH2:19][CH2:18]2)[CH2:15][CH2:16]1 |f:0.1|. Procedure: First, 40 ml of a mixed solvent (methanol/tetrahydrofuran=1/7) was placed in a 200 ml flask. The solvent was cooled to -20° C., and 0.55 g of sodium borohydride was added to the solvent. Separately, 2.1 g of 4-[trans-4-(2,3-difluorophenyl)cyclohexyl]cyclohexanone was dissolved in 30 ml of a mixed solvent (methanol/tetrahydrofuran=1/7). This solution was added dropwise to the previously prepared mixed solvent, and the resultant mixture was stirred overnight. Then, 5% diluted hydrochloric acid was...